Dataset: the Open Reaction Database (ORD), a public repository of structured organic reaction records. Task: describe an organic reaction: reactants, conditions, products, and yield Reactants: [BH4-], CO, O=C1CCCc2ccc(N3CCCC3)cc21, [Na+], O. The product is OC1CCCc2ccc(N3CCCC3)cc21. Reaction SMILES: [BH4-:17].[CH3:20][OH:21].[N:1]1([c:6]2[cH:7][cH:8][c:9]3[c:14]([cH:15]2)[C:13](=[O:16])[CH2:12][CH2:11][CH2:10]3)[CH2:2][CH2:3][CH2:4][CH2:5]1.[Na+:18].[OH2:19]>>[N:1]1([c:6]2[cH:7][cH:8][c:9]3[c:14]([cH:15]2)[CH:13]([OH:16])[CH2:12][CH2:11][CH2:10]3)[CH2:2][CH2:3][CH2:4][CH2:5]1. Starting materials: C(C1=CC=CC=C1)SC1=C(C(=C2C=3N([C@H](CO2)C)C=C(C(C13)=O)C(=O)O)C1=CC(=NC(=C1)C)C)F ((S)-8-(benzylthio)-10-(2,6-dimethyl-4-pyridinyl)-9-fluoro-3-methyl-7-oxo-2,3-dihydro-7H-pyrido[1,2,3-de][1,4]benzoxazine-6-carboxylic acid). Reagents/catalysts: [Ni] (Raney nickel). Run in C(C)O (ethanol). Product: CC1=NC(=CC(=C1)C=1C(=CC2=C3N([C@H](COC31)C)C=C(C2=O)C(=O)O)F)C ((S)-10-(2,6-dimethyl-4-pyridinyl)-9-fluoro-3-methyl-7-oxo-2,3-dihydro-7H-pyrido[1,2,3-de][1,4]benzoxazine-6-carboxylic acid). As a reaction SMILES: C(S[C:9]1[C:22]2[C:21](=[O:23])[C:20]([C:24]([OH:26])=[O:25])=[CH:19][N:14]3[C@@H:15]([CH3:18])[CH2:16][O:17][C:12]([C:13]=23)=[C:11]([C:27]2[CH:32]=[C:31]([CH3:33])[N:30]=[C:29]([CH3:34])[CH:28]=2)[C:10]=1[F:35])C1C=CC=CC=1>[Ni].C(O)C>[CH3:34][C:29]1[CH:28]=[C:27]([C:11]2[C:10]([F:35])=[CH:9][C:22]3[C:21](=[O:23])[C:20]([C:24]([OH:26])=[O:25])=[CH:19][N:14]4[C@@H:15]([CH3:18])[CH2:16][O:17][C:12]=2[C:13]=34)[CH:32]=[C:31]([CH3:33])[N:30]=1. Procedure: It is further contemplated that (S)-8-(benzylthio)-10-(2,6-dimethyl-4-pyridinyl)-9-fluoro-3-methyl-7-oxo-2,3-dihydro-7H-pyrido[1,2,3-de][1,4]benzoxazine-6-carboxylic acid can be treated with Raney nickel in ethanol to give (S)-10-(2,6-dimethyl-4-pyridinyl)-9-fluoro-3-methyl-7-oxo-2,3-dihydro-7H-pyrido[1,2,3-de][1,4]benzoxazine-6-carboxylic acid, the compound of Example 3(c). The solvent is O1CCOCC1 (dioxan), O1CCOCC1 (dioxan). Procedure details: A solution of 3.78 g (0.02 mol) of 3-azidophthalic anhydride in 50 ml of dioxan is mixed with a solution of 2.74 g (0.02 mol) of p-aminobenzoic acid in 50 ml of dioxan and the mixture is left to stand for 3 hours. 5 ml of acetic anhydride are then added and the reaction mixture is heated for 1 hour at 85° C. After concentrating to dryness, the residue is mixed with water and the resulting crystals are filtered off with suction. 4.8 g (78% of theory) of 4-(3-azidophthalimidyl)-benzoic acid are ob... As a reaction SMILES: [N:1]([C:4]1[CH:14]=[CH:13][CH:12]=[C:6]2[C:7]([O:9][C:10](=[O:11])[C:5]=12)=O)=[N+:2]=[N-:3].[NH2:15][C:16]1[CH:24]=[CH:23][C:19]([C:20]([OH:22])=[O:21])=[CH:18][CH:17]=1.C(OC(=O)C)(=O)C>O1CCOCC1>[N:1]([C:4]1[CH:14]=[CH:13][CH:12]=[C:6]2[C:7]([N:15]([C:16]3[CH:24]=[CH:23][C:19]([C:20]([OH:22])=[O:21])=[CH:18][CH:17]=3)[C:10](=[O:11])[C:5]=12)=[O:9])=[N+:2]=[N-:3]. Reaction conditions: temperature 85 celsius, time 3 hour. Starting materials: C(C)(=O)OC(C)=O (acetic anhydride), N(=[N+]=[N-])C1=C2C(C(=O)OC2=O)=CC=C1 (3-azidophthalic anhydride), NC1=CC=C(C(=O)O)C=C1 (p-aminobenzoic acid). The product is N(=[N+]=[N-])C1=C2C(C(=O)N(C2=O)C2=CC=C(C(=O)O)C=C2)=CC=C1 (4-(3-azidophthalimidyl)-benzoic acid). The yield is 77.9%. Reactants: COC(=O)Cc1cccc(Oc2ccc(Br)cc2CNC2CCc3ccccc32)c1, O=C(Cl)OCc1ccccc1. Product: COC(=O)Cc1cccc(Oc2ccc(Br)cc2CN(C(=O)OCc2ccccc2)C2CCc3ccccc32)c1. Reaction SMILES: [CH3:1][O:2][C:3]([CH2:4][c:5]1[cH:6][c:7]([O:11][c:12]2[c:13]([CH2:19][NH:20][CH:21]3[CH2:22][CH2:23][c:24]4[cH:25][cH:26][cH:27][cH:28][c:29]43)[cH:14][c:15]([Br:18])[cH:16][cH:17]2)[cH:8][cH:9][cH:10]1)=[O:30].[Cl:31][C:32](=[O:33])[O:34][CH2:35][c:36]1[cH:37][cH:38][cH:39][cH:40][cH:41]1>>[CH3:1][O:2][C:3]([CH2:4][c:5]1[cH:6][c:7]([O:11][c:12]2[c:13]([CH2:19][N:20]([CH:21]3[CH2:22][CH2:23][c:24]4[cH:25][cH:26][cH:27][cH:28][c:29]43)[C:32](=[O:33])[O:34][CH2:35][c:36]3[cH:37][cH:38][cH:39][cH:40][cH:41]3)[cH:14][c:15]([Br:18])[cH:16][cH:17]2)[cH:8][cH:9][cH:10]1)=[O:30]. Yield: 54.9%. Product: CN1C=C2C[C@H]3N(C[C@@H](C=C3C=3C=CC=C1C32)CN)C (1,6-dimethyl-8β-aminomethyl-9, 10-didehydroergoline). Solvent: C(C)(C)O (isopropyl alcohol). Reported procedure: 3.2 g 1,6-dimethyl-8β-azidomethyl-9, 10-didehydroergoline in 150 mls of isopropyl alcohol are treated with 6.4 g NaBH4 and heated to reflux under stirring and under nitrogen atmosphere for 24 hours. After this time further 2 g of NaBH4 are added and the heating is continued for 24 hours more. The reaction mixture is poured into water and extracted with chloroform. The chloroform extract is chromatographed onto SiO2 and the product is eluted with CH2Cl2 /MeOH/NH4OH (9/1/0.5). 1.6 g of 1,6-dimethy... Conditions: time 24 hour. Starting materials: CN1C=C2C[C@H]3N(C[C@@H](C=C3C=3C=CC=C1C32)CN=[N+]=[N-])C (1,6-dimethyl-8β-azidomethyl-9, 10-didehydroergoline), [BH4-].[Na+] (NaBH4), O (water), [BH4-].[Na+] (NaBH4). As a reaction SMILES: [CH3:1][N:2]1[C:16]2[C:17]3[C:4]([CH2:5][C@@H:6]4[C:11]([C:12]=3[CH:13]=[CH:14][CH:15]=2)=[CH:10][C@@H:9]([CH2:18][N:19]=[N+]=[N-])[CH2:8][N:7]4[CH3:22])=[CH:3]1.[BH4-].[Na+].O>C(O)(C)C>[CH3:1][N:2]1[C:16]2[C:17]3[C:4]([CH2:5][C@@H:6]4[C:11]([C:12]=3[CH:13]=[CH:14][CH:15]=2)=[CH:10][C@@H:9]([CH2:18][NH2:19])[CH2:8][N:7]4[CH3:22])=[CH:3]1 |f:1.2|. Starting materials: C([O-])([O-])=O.[Na+].[Na+] (sodium carbonate), IC1=CC=2C(C3=CC=CC=C3C2C=C1)(C)C (2-iodo-9,9-dimethylfluorene), C1(=CC=C(C=C1)B(O)O)B(O)O (1,4-phenylenebis(boronic acid)), C1(=CC=CC=C1)C (toluene), C([O-])([O-])=O.[Na+].[Na+] (sodium carbonate). Reagents/catalysts: [Pd].C1(=CC=CC=C1)P(C1=CC=CC=C1)C1=CC=CC=C1.C1(=CC=CC=C1)P(C1=CC=CC=C1)C1=CC=CC=C1.C1(=CC=CC=C1)P(C1=CC=CC=C1)C1=CC=CC=C1.C1(=CC=CC=C1)P(C1=CC=CC=C1)C1=CC=CC=C1 (tetrakis(triphenylphosphine) palladium). The solvent is O (water), O (water), C(C)(=O)OCC (ethyl acetate), C(C)O (ethanol). Reaction conditions: temperature 80 celsius, time 30 minute. Product: C1(=CC=C(C=C1)C1=CC=CC=2C3=CC=CC=C3C(C12)(C)C)C1=CC=CC=2C3=CC=CC=C3C(C12)(C)C (1,4-phenylenebis(9,9-dimethylfluorene)). Reaction SMILES: I[C:2]1[CH:14]=[CH:13][C:12]2[C:11]3[C:6](=[CH:7][CH:8]=[CH:9][CH:10]=3)[C:5]([CH3:16])([CH3:15])[C:4]=2[CH:3]=1.[C:17]1(B(O)O)[CH:22]=[CH:21][C:20](B(O)O)=[CH:19][CH:18]=1.[C:29]1([CH3:35])[CH:34]=[CH:33][CH:32]=[CH:31][CH:30]=1.C(=O)([O-])[O-].[Na+].[Na+]>O.[Pd].C1(P(C2C=CC=CC=2)C2C=CC=CC=2)C=CC=CC=1.C1(P(C2C=CC=CC=2)C2C=CC=CC=2)C=CC=CC=1.C1(P(C2C=CC=CC=2)C2C=CC=CC=2)C=CC=CC=1.C1(P(C2C=CC=CC=2)C2C=CC=CC=2)C=CC=CC=1.C(OCC)(=O)C.C(O)C>[C:17]1([C:33]2[C:34]3[C:5]([CH3:15])([CH3:6])[C:4]4[C:35](=[CH:13][CH:14]=[CH:2][CH:3]=4)[C:29]=3[CH:30]=[CH:31][CH:32]=2)[CH:22]=[CH:21][C:20]([C:7]2[C:6]3[C:5]([CH3:15])([CH3:16])[C:4]4[C:12](=[CH:13][CH:14]=[CH:2][CH:3]=4)[C:11]=3[CH:10]=[CH:9][CH:8]=2)=[CH:19][CH:18]=1 |f:3.4.5,7.8.9.10.11|. Procedure details: 6.94 g (21.7 mmol) of 2-iodo-9,9-dimethylfluorene and 1 g (7.25 mmol) of 1,4-phenylenebis(boronic acid) were dissolved and agitated under nitrogen flow in the mixed solvent (120 ml of degassed toluene and 60 ml of ethanol), and 145 ml of sodium carbonate solution which was prepared by dissolving 30 g of anhydrous sodium carbonate in 150 ml of water was added dropwise thereto. After agitating for 30 minutes, 840 mg (0.727 mmol) of tetrakis(triphenylphosphine) palladium was added. Heating with agi...